From a dataset of the Open Reaction Database (ORD), a public repository of structured organic reaction records. describe an organic reaction: reactants, conditions, products, and yield Reactants: C([O-])([O-])=O.[K+].[K+] (potassium carbonate), OC=1C=C(C(=O)OC)C=C(C1C)O (Methyl 3,5-dihydroxy-4-methylbenzoate), C(C1=CC=CC=C1)Br (benzyl bromide). Run in CN(C)C=O (DMF). Reaction conditions: time 8 hour. Yields the product C(C1=CC=CC=C1)OC=1C=C(C(=O)OC)C=C(C1C)O (Methyl 3-(benzyloxy)-5-hydroxy-4-methylbenzoate). RXN SMILES: [OH:1][C:2]1[CH:3]=[C:4]([CH:9]=[C:10]([OH:13])[C:11]=1[CH3:12])[C:5]([O:7][CH3:8])=[O:6].C(=O)([O-])[O-].[K+].[K+].[CH2:20](Br)[C:21]1[CH:26]=[CH:25][CH:24]=[CH:23][CH:22]=1>CN(C=O)C>[CH2:20]([O:1][C:2]1[CH:3]=[C:4]([CH:9]=[C:10]([OH:13])[C:11]=1[CH3:12])[C:5]([O:7][CH3:8])=[O:6])[C:21]1[CH:26]=[CH:25][CH:24]=[CH:23][CH:22]=1 |f:1.2.3|. Procedure details: Methyl 3,5-dihydroxy-4-methylbenzoate (3.5 g, 19.22 mmol, 1.0 eq) was dissolved in 300 ml of DMF. To this solution potassium carbonate (2.52 g, 18.26 mmol, 0.95 eq) was added. To this stirred suspension, benzyl bromide (3.12 g, 18.26 mmol, 0.95 eq) (diluted with 50 ml of DMF) was added dropwise over a period of 3 h. The solution was stirred overnight at ambient temperature. Then DMF was evaporated under reduced pressure. The residue was washed with water and the product was extracted thrice with... Reactants: CC1(OC2=CC=C(C=C2C(C1)(C)C)C#C)C (2,2,4,4-tetramethyl-6-ethynylchroman), CC1(OC2=CC=C(C=C2C(C1)(C)C)C#C)C (2,2,4,4-tetramethyl-6-ethynylchroman), ClC1=NC=C(C(=O)OCC)C=C1 (ethyl 6-chloronicotinate), ClC1=NC=C(C(=O)OCC)C=C1 (ethyl 6-chloronicotinate), cuprous iodide. The reagents and catalysts are [Pd](Cl)Cl.C1(=CC=CC=C1)P(C1=CC=CC=C1)C1=CC=CC=C1.C1(=CC=CC=C1)P(C1=CC=CC=C1)C1=CC=CC=C1 (bis(triphenylphosphine) palladium (II) chloride). The solvent is C(C)N(CC)CC (triethylamine). Conditions: temperature 55 celsius, time 80 hour. The product is CC1(OC2=CC=C(C=C2C(C1)(C)C)C#CC1=NC=C(C(=O)OCC)C=C1)C (Ethyl 6-[(2,2,4,4-tetramethylchroman-6-yl)-ethynyl]nicotinate). As a reaction SMILES: [CH3:1][C:2]1([CH3:16])[CH2:11][C:10]([CH3:13])([CH3:12])[C:9]2[C:4](=[CH:5][CH:6]=[C:7]([C:14]#[CH:15])[CH:8]=2)[O:3]1.Cl[C:18]1[CH:28]=[CH:27][C:21]([C:22]([O:24][CH2:25][CH3:26])=[O:23])=[CH:20][N:19]=1>C(N(CC)CC)C.[Pd](Cl)Cl.C1(P(C2C=CC=CC=2)C2C=CC=CC=2)C=CC=CC=1.C1(P(C2C=CC=CC=2)C2C=CC=CC=2)C=CC=CC=1>[CH3:1][C:2]1([CH3:16])[CH2:11][C:10]([CH3:12])([CH3:13])[C:9]2[C:4](=[CH:5][CH:6]=[C:7]([C:14]#[C:15][C:18]3[CH:28]=[CH:27][C:21]([C:22]([O:24][CH2:25][CH3:26])=[O:23])=[CH:20][N:19]=3)[CH:8]=2)[O:3]1 |f:3.4.5|. Reported procedure: A solution of 233 mg (1.09 mmol) of 2,2,4,4-tetramethyl-6-ethynylchroman (Compound 5) and 209 mg (1.09 mmol) of ethyl 6-chloronicotinate (Compound 98) in 1 ml of triethylamine was degassed and then treated under argon with a powdered mixture of 50 mg (0.26 mmol) of cuprous iodide and 100 mg (0.14 mmol) of bis(triphenylphosphine) palladium (II) chloride. The reaction mixture was heated under argon at 55 degrees C. for 80 h and then cooled to room temperature. The triethylamine was then removed un...